Task: describe an organic reaction: reactants, conditions, products, and yield. Dataset: the Open Reaction Database (ORD), a public repository of structured organic reaction records Reactants: Cl (hydrochloric acid), NC1=NC=2C=CC=NC2C2=C1N=C(N2CCNC(OC(C)(C)C)=O)CCOC (tert-butyl N-{2-[4-amino-2-(2-methoxyethyl)-1H-imidazo[4,5-c][1,5]naphthyridin 1-yl]ethyl}carbamate), ClCCl.CO (dichloromethane methanol). Run in O1CCOCC1 (dioxane). Reaction conditions: time 8 hour. Product: Cl.NCCN1C(=NC=2C(=NC=3C=CC=NC3C21)N)CCOC (1-(2-aminoethyl)-2-(2-methoxyethyl)-1H-imidazo[4,5-c][1,5]naphthyridine-4-amine hydrochloride). Reaction SMILES: Cl.[NH2:2][C:3]1[C:12]2[N:13]=[C:14]([CH2:26][CH2:27][O:28][CH3:29])[N:15]([CH2:16][CH2:17][NH:18]C(=O)OC(C)(C)C)[C:11]=2[C:10]2[N:9]=[CH:8][CH:7]=[CH:6][C:5]=2[N:4]=1.[Cl:30]CCl.CO>O1CCOCC1>[ClH:30].[NH2:18][CH2:17][CH2:16][N:15]1[C:11]2[C:10]3[N:9]=[CH:8][CH:7]=[CH:6][C:5]=3[N:4]=[C:3]([NH2:2])[C:12]=2[N:13]=[C:14]1[CH2:26][CH2:27][O:28][CH3:29] |f:2.3,5.6|. Reported procedure: A solution of hydrochloric acid in dioxane (58 mL of 4 M) was added to a solution of tert-butyl N-{2-[4-amino-2-(2-methoxyethyl)-1H-imidazo[4,5-c][1,5]naphthyridin 1-yl]ethyl}carbamate (3 g) in a small amount of dichloromethane/methanol. The reaction; mixture was stirred overnight at ambient temperature and then concentrated under reduced pressure to provide 3.7 g of crude 1-(2-aminoethyl)-2-(2-methoxyethyl)-1H-imidazo[4,5-c][1,5]naphthyridine-4-amine hydrochloride. The reactants are COC(=O)c1cccc(S(=O)(=O)Cl)c1, ClCCl, Nc1c(F)cc(F)cc1F, c1ccncc1. Product: COC(=O)c1cccc(S(=O)(=O)Nc2c(F)cc(F)cc2F)c1. As a reaction SMILES: [CH3:1][O:2][C:3]([c:4]1[cH:5][c:6]([S:10](=[O:11])(=[O:12])[Cl:13])[cH:7][cH:8][cH:9]1)=[O:14].[Cl:31][CH2:32][Cl:33].[F:15][c:16]1[c:17]([NH2:18])[c:19]([F:24])[cH:20][c:21]([F:23])[cH:22]1.[cH:25]1[cH:26][cH:27][n:28][cH:29][cH:30]1>>[CH3:1][O:2][C:3]([c:4]1[cH:5][c:6]([S:10](=[O:11])(=[O:12])[NH:18][c:17]2[c:16]([F:15])[cH:22][c:21]([F:23])[cH:20][c:19]2[F:24])[cH:7][cH:8][cH:9]1)=[O:14]. Starting materials: O=C(Nc1ccc(O)cc1)c1ccccc1, CC(C)=O, CC(C)COC(=O)Cl, O=C(O)CCCCCCC1=CC(O)CC1=O, c1ccncc1. Yields the product O=C(CCCCCCC1=CC(O)CC1=O)Oc1ccc(NC(=O)c2ccccc2)cc1. RXN SMILES: [C:29]([c:30]1[cH:31][cH:32][cH:33][cH:34][cH:35]1)(=[O:36])[NH:37][c:38]1[cH:39][cH:40][c:41]([OH:44])[cH:42][cH:43]1.[CH3:17][C:18](=[O:19])[CH3:20].[Cl:21][C:22]([O:23][CH2:24][CH:25]([CH3:26])[CH3:27])=[O:28].[OH:1][CH:2]1[CH:3]=[C:4]([CH2:8][CH2:9][CH2:10][CH2:11][CH2:12][CH2:13][C:14](=[O:15])[OH:16])[C:5](=[O:7])[CH2:6]1.[cH:45]1[cH:46][cH:47][n:48][cH:49][cH:50]1>>[OH:1][CH:2]1[CH:3]=[C:4]([CH2:8][CH2:9][CH2:10][CH2:11][CH2:12][CH2:13][C:14]([O:15][c:41]2[cH:40][cH:39][c:38]([NH:37][C:29]([c:30]3[cH:31][cH:32][cH:33][cH:34][cH:35]3)=[O:36])[cH:43][cH:42]2)=[O:16])[C:5](=[O:7])[CH2:6]1. Reactants: Cl (HCl), Cl[Si](C)(C)CCl (chloro-chloromethyl-dimethylsilane), )in, FC1=CC=C(C[Mg]Cl)C=C1 (4-fluorobenzylmagnesiumchloride), FC1=CC=C(CCl)C=C1 (parafluorobenzylchloride), [Mg] (magnesium). Solvent: CCOCC (ether), CCCCCC (hexane), CCOCC (ether). Product: ClC[Si](CC1=CC=C(C=C1)F)(C)C (chloromethyl-dimethyl-4-fluorobenzyl silane). The yield is 93.0%. RXN SMILES: [F:1][C:2]1[CH:10]=[CH:9][C:5]([CH2:6][Mg]Cl)=[CH:4][CH:3]=1.FC1C=CC(CCl)=CC=1.[Mg].Cl[Si:22]([CH2:25][Cl:26])([CH3:24])[CH3:23].Cl>CCOCC.CCCCCC>[Cl:26][CH2:25][Si:22]([CH3:24])([CH3:23])[CH2:6][C:5]1[CH:9]=[CH:10][C:2]([F:1])=[CH:3][CH:4]=1. Reported procedure: To the 4-fluorobenzylmagnesiumchloride, prepared from parafluorobenzylchloride (1.59 g, 11 mmol) and magnesium (0.25 g, 11 mmol) in ether (20 ml), was added dropwise, at 0° C., chloro-chloromethyl-dimethylsilane (1.43 g, 10 mmol )in ether (5 ml). Then the mixture was refluxed 6 hours, cooled to 0° C., hydrolyzed with 3N HCl (20 ml) and extracted with ether. The ether solution was washed with water, brine, dried and evaporated. Chromatography (silica gel, hexane) afforded chloromethyl-dimethyl-4-... Reactants: N1=CN=C(C=C1)C(CC(=O)OCC)=O (ethyl 3-(4-pyrimidinyl)-3-oxopropionate), N1=CC=C(C=C1)C(CC(=O)OCC)=O (ethyl 3-(pyridin-4-yl)-3-oxopropionate), Cl.NC1=NCCCC1(C)N1C(C2=CC=CC=C2C1=O)=O (2-(2-amino-3-methyl-3,4,5,6-tetrahydropyridin-3-yl)-1H-isoindole-1,3(2H)-dione hydrochloride). The product is CC1(CCCC2C(C=C(C=C12)C1=NC=NC=C1)=O)N1C(C2=CC=CC=C2C1=O)=O ((+/−)2-(1-methyl-5-oxo-7-pyrimidin-4-yl-1,2,3,4,4a,5-hexahydronaphthalen-1-yl)-1H-isoindole-1,3(2H)-dione). RXN SMILES: [N:1]1[CH:6]=[CH:5][C:4]([C:7](=O)[CH2:8][C:9]([O:11]CC)=O)=[N:3][CH:2]=1.N1C=[CH:19][C:18](C(=O)CC(OCC)=O)=[CH:17][CH:16]=1.Cl.NC1[C:36]([N:38]2[C:46](=[O:47])[C:45]3[C:40](=[CH:41][CH:42]=[CH:43][CH:44]=3)[C:39]2=[O:48])([CH3:37])[CH2:35][CH2:34]CN=1>>[CH3:37][C:36]1([N:38]2[C:46](=[O:47])[C:45]3[C:40](=[CH:41][CH:42]=[CH:43][CH:44]=3)[C:39]2=[O:48])[C:35]2[CH:19]([C:9](=[O:11])[CH:8]=[C:7]([C:4]3[CH:5]=[CH:6][N:1]=[CH:2][N:3]=3)[CH:34]=2)[CH2:18][CH2:17][CH2:16]1 |f:2.3|. Procedure details: By analogy with the method described in example 1 (step 1.3), using ethyl 3-(4-pyrimidinyl)-3-oxopropionate (prepared by analogy to the method described in patent DE 2705582) in place of ethyl 3-(pyridin-4-yl)-3-oxopropionate and using 2-(2-amino-3-methyl-3,4,5,6-tetrahydropyridin-3-yl)-1H-isoindole-1,3(2H)-dione hydrochloride (1:1) the compound was obtained as a white powder. Starting materials: NN (Hydrazine), O=C1N(C(C2=CC=CC=C12)=O)OC1CCN(CC1)C(=O)OC(C)(C)C (tert-butyl 4-(1,3-dioxoisoindolin-2-yloxy)piperidine-1-carboxylate). Run in C(C)O (ethanol). Conditions: time 30 minute. Product: NOC1CCN(CC1)C(=O)OC(C)(C)C (tert-butyl 4-(aminooxy)piperidine-1-carboxylate). The yield is 87.7%. Reaction SMILES: NN.O=C1C2C(=CC=CC=2)C(=O)[N:5]1[O:14][CH:15]1[CH2:20][CH2:19][N:18]([C:21]([O:23][C:24]([CH3:27])([CH3:26])[CH3:25])=[O:22])[CH2:17][CH2:16]1>C(O)C>[NH2:5][O:14][CH:15]1[CH2:16][CH2:17][N:18]([C:21]([O:23][C:24]([CH3:27])([CH3:26])[CH3:25])=[O:22])[CH2:19][CH2:20]1. Procedure: Hydrazine solution (1.40 g, 29.0 mmol) was added to a solution of tert-butyl 4-(1,3-dioxoisoindolin-2-yloxy)piperidine-1-carboxylate (5.00 g, 14.5 mmol) in ethanol (50 ml) and stirred at room temperature for 30 minutes. The resulting solid was filtered off and the filtrate was concentrated in vacuo. The residue was triturated with diethyl ether (30 ml), and the resulting solid was filtered off again and concentrated in vacuo to give tert-butyl 4-(aminooxy)piperidine-1-carboxylate (2.75 g, 88%) a... The reactants are Cl.ClC=1C(=NC=C(C1)Cl)C=1C(=NC(=CC1)C(=O)NC1(CCCCC1)C(=O)O)C1=CC(=C(C=C1)Cl)OCCCN(C)C (1-{[(3,5-dichloro-2′-{4-chloro-3-[3-(dimethylamino)propoxy]phenyl}-2,3′-bipyridin-6′-yl)carbonyl]amino}cyclo-hexanecarboxylic acid hydrochloride), CO (methanol), S(=O)(Cl)Cl (thionyl chloride). Run in CCOCC (ether). Conditions: time 20 hour. The product is Cl.ClC=1C(=NC=C(C1)Cl)C=1C(=NC(=CC1)C(=O)NC1(CCCCC1)C(=O)OC)C1=CC(=C(C=C1)Cl)OCCCN(C)C (Methyl 1-{[(3,5-dichloro-2′-{4-chloro-3-[3-(dimethylamino)propoxy]phenyl}-2,3′-bipyridin-6′-yl)carbonyl]amino}cyclohexanecarboxylate hydrochloride). As a reaction SMILES: Cl.[Cl:2][C:3]1[C:4]([C:10]2[C:11]([C:28]3[CH:33]=[CH:32][C:31]([Cl:34])=[C:30]([O:35][CH2:36][CH2:37][CH2:38][N:39]([CH3:41])[CH3:40])[CH:29]=3)=[N:12][C:13]([C:16]([NH:18][C:19]3([C:25]([OH:27])=[O:26])[CH2:24][CH2:23][CH2:22][CH2:21][CH2:20]3)=[O:17])=[CH:14][CH:15]=2)=[N:5][CH:6]=[C:7]([Cl:9])[CH:8]=1.S(Cl)(Cl)=O.[CH3:46]O>CCOCC>[ClH:2].[Cl:2][C:3]1[C:4]([C:10]2[C:11]([C:28]3[CH:33]=[CH:32][C:31]([Cl:34])=[C:30]([O:35][CH2:36][CH2:37][CH2:38][N:39]([CH3:40])[CH3:41])[CH:29]=3)=[N:12][C:13]([C:16]([NH:18][C:19]3([C:25]([O:27][CH3:46])=[O:26])[CH2:20][CH2:21][CH2:22][CH2:23][CH2:24]3)=[O:17])=[CH:14][CH:15]=2)=[N:5][CH:6]=[C:7]([Cl:9])[CH:8]=1 |f:0.1,5.6|. Reported procedure: To a solution of 300 mg (0.47 mmol) of 1-{[(3,5-dichloro-2′-{4-chloro-3-[3-(dimethylamino)propoxy]phenyl}-2,3′-bipyridin-6′-yl)carbonyl]amino}cyclo-hexanecarboxylic acid hydrochloride in 10 mL of methanol and cooled to 0° C. is added 0.07 mL (0.93 mmol) of thionyl chloride. The reaction mixture is warmed to room temperature and stirred for 20 hours, and then concentrated under reduced pressure. The residue obtained is taken up in 20 mL of ether and solidified. After drying under reduced pressure... Reactants: Cl.C(C)(C)(C)C=1C=C(C=CC1)C1(CCC2(OCCO2)CC1)N (8-(3-tert-Butyl-phenyl)-1,4-dioxa-spiro[4.5]dec-8-ylamine hydrochloride), [OH-].[Na+] (NaOH). The solvent is C(C)(=O)O (acetic acid), O (water). Product: NC1(CCC(CC1)=O)C1=CC(=CC=C1)C(C)(C)C (4-Amino-4-(3-tert-butyl-phenyl)-cyclohexanone). RXN SMILES: Cl.[C:2]([C:6]1[CH:7]=[C:8]([C:12]2([NH2:22])[CH2:21][CH2:20][C:15]3(OCC[O:16]3)[CH2:14][CH2:13]2)[CH:9]=[CH:10][CH:11]=1)([CH3:5])([CH3:4])[CH3:3].[OH-].[Na+]>C(O)(=O)C.O>[NH2:22][C:12]1([C:8]2[CH:9]=[CH:10][CH:11]=[C:6]([C:2]([CH3:5])([CH3:4])[CH3:3])[CH:7]=2)[CH2:13][CH2:14][C:15](=[O:16])[CH2:20][CH2:21]1 |f:0.1,2.3|. Reported procedure: A solution of 8-(3-tert-Butyl-phenyl)-1,4-dioxa-spiro[4.5]dec-8-ylamine hydrochloride (337 mg, 1.03 mmol) in glacial acetic acid (9 mL) and water (4 mL) was heated to 75° C. for 21 h, whereupon the reaction was deemed complete by HPLC analysis. The reaction mixture was basified with 2.5 N NaOH solution, then extracted with ethyl acetate (3×25 mL). The combined organic layers were washed (brine), dried (Na2SO4), filtered and concentrated under reduced pressure. Material was pure by HPLC/MS: reten... Starting materials: CCCc1nc(CC)c(C(=O)O)n1Cc1ccc(-c2ccccc2N([SH](=O)=O)C(C)(C)C)cc1F, O=C(O)C(F)(F)F. Product: CCCc1nc(CC)c(C(=O)O)n1Cc1ccc(-c2ccccc2N[SH](=O)=O)cc1F. Reaction SMILES: [C:1]([CH3:2])([CH3:3])([CH3:4])[N:5]([SH:6](=[O:7])=[O:8])[c:9]1[c:10](-[c:15]2[cH:16][c:17]([F:35])[c:18]([CH2:21][n:22]3[c:23]([CH2:32][CH2:33][CH3:34])[n:24][c:25]([CH2:30][CH3:31])[c:26]3[C:27](=[O:28])[OH:29])[cH:19][cH:20]2)[cH:11][cH:12][cH:13][cH:14]1.[OH:36][C:37]([C:38]([F:39])([F:40])[F:41])=[O:42]>>[NH:5]([SH:6](=[O:7])=[O:8])[c:9]1[c:10](-[c:15]2[cH:16][c:17]([F:35])[c:18]([CH2:21][n:22]3[c:23]([CH2:32][CH2:33][CH3:34])[n:24][c:25]([CH2:30][CH3:31])[c:26]3[C:27](=[O:28])[OH:29])[cH:19][cH:20]2)[cH:11][cH:12][cH:13][cH:14]1.